From a dataset of the Open Reaction Database (ORD), a public repository of structured organic reaction records. describe an organic reaction: reactants, conditions, products, and yield Reactants: C1(CC1)CN1[C@H]2[C@@]3(CC[C@H]([C@H]4[C@@]3(C=3C(=C(C=CC3C2)O)O4)CC1)N(C(C=CC1=CC=CC=C1)=O)C)O (17-cyclopropylmethyl-3,14β-dihydroxy-4,5α-epoxy-6β-(N-methylcinnamamido)morphinan), C(=O)([O-])C(O)C(O)C(=O)[O-] (tartrate), Cl.C1(CC1)CN1[C@H]2[C@@]3(CC[C@H]([C@H]4[C@@]3(C=3C(=C(C=CC3C2)O)O4)CC1)N(C(C=CC1=CC=CC=C1)=O)C)O (17-cyclopropylmethyl-3,14β-dihydroxy-4,5α-epoxy-6β-(N-methylcinnamamido)morphinan.hydrochloride), C1(CC1)CN1[C@H]2[C@@]3(CC[C@H]([C@H]4[C@@]3(C=3C(=C(C=CC3C2)O)O4)CC1)N(C(C=CC1=CC(=CC=C1)C(F)(F)F)=O)C)O (17-cyclopropylmethyl-3,14β-dihydroxy-4,5α-epoxy-6β-(N-methyl-3-trifluoromethylcinnamamido)morphinan). Product: C1(CC1)CN1[C@H]2[C@@]3(CC[C@H]([C@H]4[C@@]3(C=3C(=C(C=CC3C2)OC(C)=O)O4)CC1)N(C(C=CC1=CC=CC=C1)=O)C)O (17-Cyclopropylmethyl-3-acetoxy-14β-hydroxy-4,5α-epoxy-6β-(N-methylcinnamamido)morphinan). RXN SMILES: [CH:1]1([CH2:4][N:5]2[CH2:23][CH2:22][C@:12]34[C:13]5[C:14]6[O:21][C@H:11]3[C@H:10]([N:24]([CH3:35])[C:25](=[O:34])[CH:26]=[CH:27][C:28]3[CH:33]=[CH:32][CH:31]=[CH:30][CH:29]=3)[CH2:9][CH2:8][C@@:7]4([OH:36])[C@H:6]2[CH2:19][C:18]=5[CH:17]=[CH:16][C:15]=6[OH:20])[CH2:3][CH2:2]1.Cl.C1(CN2CC[C@]34C5[C:51]6O[C@H]3[C@H](N(C)C(=O)C=CC3C=CC=CC=3)CC[C@@]4(O)[C@H]2CC=5C=C[C:52]=6[OH:57])CC1.C1(CN2CC[C@]34C5C6O[C@H]3[C@H](N(C)C(=O)C=CC3C=CC=C(C(F)(F)F)C=3)CC[C@@]4(O)[C@H]2CC=5C=CC=6O)CC1.C(C(C(C([O-])=O)O)O)([O-])=O>>[CH:1]1([CH2:4][N:5]2[CH2:23][CH2:22][C@:12]34[C:13]5[C:14]6[O:21][C@H:11]3[C@H:10]([N:24]([CH3:35])[C:25](=[O:34])[CH:26]=[CH:27][C:28]3[CH:33]=[CH:32][CH:31]=[CH:30][CH:29]=3)[CH2:9][CH2:8][C@@:7]4([OH:36])[C@H:6]2[CH2:19][C:18]=5[CH:17]=[CH:16][C:15]=6[O:20][C:52](=[O:57])[CH3:51])[CH2:2][CH2:3]1 |f:1.2|. Reported procedure: tartrate 140 (yield: 70%) and 17-cyclopropylmethyl-3-acetoxy-14β-hydroxy-4,5α-epoxy-6β-(N-methyl-3-trifluoromethylcinnamamido)morphinan.tartrate 141 (yield: 56%) were obtained by following the procedure of example 129 but using 17-cyclopropylmethyl-3,14β-dihydroxy-4,5α-epoxy-6β-(N-methylcinnamamido)morphinan.tartrate 99 and 17-cyclopropylmethyl-3,14β-dihydroxy-4,5α-epoxy-6β-(N-methyl-3-trifluoromethylcinnamamido)morphinan.tartrate 60 instead of 17-cyclopropylmethyl-4,5α-epoxy-3,14β-dihydroxy-6α-... Reported procedure: Tert-butyl 4-hydroxypiperidine-1-carboxylate (56.5 g, 0.28 mol), 4-trifluoromethoxyphenol (50 g, 0.28 mol) and triphenylphosphine (108 g, 0.42 mol) were dissolved in THF (500 ml). Diethyl azodicarboxylate (65 ml, 0.42 mol) was added dropwise to this solution under reflux, and the mixture was refluxed for 5 hours. The reaction mixture was concentrated under reduced pressure, and the residue was purified by silica gel column chromatography (n-hexane/ethyl acetate=5/1) to afford tert-butyl 4-(4-tri... Starting materials: N(=NC(=O)OCC)C(=O)OCC (Diethyl azodicarboxylate), OC1CCN(CC1)C(=O)OC(C)(C)C (Tert-butyl 4-hydroxypiperidine-1-carboxylate), FC(OC1=CC=C(C=C1)O)(F)F (4-trifluoromethoxyphenol), C1(=CC=CC=C1)P(C1=CC=CC=C1)C1=CC=CC=C1 (triphenylphosphine). RXN SMILES: [OH:1][CH:2]1[CH2:7][CH2:6][N:5]([C:8]([O:10][C:11]([CH3:14])([CH3:13])[CH3:12])=[O:9])[CH2:4][CH2:3]1.[F:15][C:16]([F:26])([F:25])[O:17][C:18]1[CH:23]=[CH:22][C:21](O)=[CH:20][CH:19]=1.C1(P(C2C=CC=CC=2)C2C=CC=CC=2)C=CC=CC=1.N(C(OCC)=O)=NC(OCC)=O>C1COCC1>[F:15][C:16]([F:25])([F:26])[O:17][C:18]1[CH:23]=[CH:22][C:21]([O:1][CH:2]2[CH2:3][CH2:4][N:5]([C:8]([O:10][C:11]([CH3:14])([CH3:13])[CH3:12])=[O:9])[CH2:6][CH2:7]2)=[CH:20][CH:19]=1. The solvent is C1CCOC1 (THF). Yield: 90.9%. Product: FC(OC1=CC=C(OC2CCN(CC2)C(=O)OC(C)(C)C)C=C1)(F)F (tert-butyl 4-(4-trifluoromethoxyphenoxy)-piperidine-1-carboxylate).